The task is: describe an organic reaction: reactants, conditions, products, and yield. This data is from the Open Reaction Database (ORD), a public repository of structured organic reaction records. Reported procedure: 25.9 ml (44 mmol) of a 1.7 M solution of tert-butyllithium in n-hexane was added dropwise to a well-stirred solution of 2.36 g (10 mmol) of 1,4-dibromobenzene in 200 ml of absolute THF which had been cooled to −78° C. over a period of 20 minutes at such a rate that the temperature of the reaction mixture did not exceed −65° C. The solution was stirred for another 1 hour at −78° C. and a solution of 6.44 g (24 mmol) of fluorodimesitylborane in 50 ml of absolute THF was then added dropwise over a ... Starting materials: FB(C1=C(C=C(C=C1C)C)C)C1=C(C=C(C=C1C)C)C (fluorodimesitylborane), solution, C(C)(C)(C)[Li] (tert-butyllithium), BrC1=CC=C(C=C1)Br (1,4-dibromobenzene). RXN SMILES: [C:1]([Li])([CH3:4])([CH3:3])[CH3:2].Br[C:7]1[CH:12]=[CH:11][C:10](Br)=[CH:9][CH:8]=1.F[B:15]([C:25]1[C:30]([CH3:31])=[CH:29][C:28]([CH3:32])=[CH:27][C:26]=1[CH3:33])[C:16]1[C:21]([CH3:22])=[CH:20][C:19]([CH3:23])=[CH:18][C:17]=1[CH3:24]>CCCCCC.C1COCC1>[C:1]1([CH3:4])[CH:3]=[C:30]([CH3:29])[CH:25]=[C:26]([CH3:27])[C:2]=1[B:15]([C:16]1[C:21]([CH3:22])=[CH:20][C:19]([CH3:23])=[CH:18][C:17]=1[CH3:24])[C:7]1[CH:12]=[CH:11][C:10]([B:15]([C:25]2[C:30]([CH3:31])=[CH:29][C:28]([CH3:32])=[CH:27][C:26]=2[CH3:33])[C:16]2[C:21]([CH3:22])=[CH:20][C:19]([CH3:23])=[CH:18][C:17]=2[CH3:24])=[CH:9][CH:8]=1. Run at temperature -78 celsius, time 1 hour. Run in C1CCOC1 (THF), CCCCCC (n-hexane), C1CCOC1 (THF). Product: C1(=C(C(=CC(=C1)C)C)B(C1=CC=C(C=C1)B(C1=C(C=C(C=C1C)C)C)C1=C(C=C(C=C1C)C)C)C1=C(C=C(C=C1C)C)C)C (1,4-bis(dimesitylboryl)benzene).